From a dataset of the Open Reaction Database (ORD), a public repository of structured organic reaction records. describe an organic reaction: reactants, conditions, products, and yield The reactants are OCCOCCOCCOCCOCCOCCOS(=O)(=O)C1=CC=CC=C1 (Benzenesulfonic acid 2-[2-(2-{2-[2-(2-hydroxy-ethoxy)-ethoxy]-ethoxy}-ethoxy)-ethoxy]-ethyl ester), S(O)(O)(=O)=O (sulfuric acid). The reagents and catalysts are [O-2].[O-2].[O-2].[Cr+6] (chromium trioxide). The solvent is CC(=O)C (acetone). Conditions: time 16 hour. Product: S(O)(O)(=O)=O (sulfuric acid), C1(=CC=CC=C1)S(=O)(=O)OCCOCCOCCOCCOCCOCC(=O)O ([2-(2-{2-[2-(2-Benzenesulfonyloxy-ethoxy)-ethoxy]-ethoxy}-ethoxy)-ethoxy]-acetic acid). Isolated yield 65.0%. RXN SMILES: [OH:1][CH2:2][CH2:3][O:4][CH2:5][CH2:6][O:7][CH2:8][CH2:9][O:10][CH2:11][CH2:12][O:13][CH2:14][CH2:15][O:16][CH2:17][CH2:18][O:19][S:20]([C:23]1[CH:28]=[CH:27][CH:26]=[CH:25][CH:24]=1)(=[O:22])=[O:21].[S:29](=[O:33])(=[O:32])([OH:31])[OH:30]>CC(C)=O.[O-2].[O-2].[O-2].[Cr+6]>[S:29](=[O:31])(=[O:30])([OH:33])[OH:32].[C:23]1([S:20]([O:19][CH2:18][CH2:17][O:16][CH2:15][CH2:14][O:13][CH2:12][CH2:11][O:10][CH2:9][CH2:8][O:7][CH2:6][CH2:5][O:4][CH2:3][C:2]([OH:30])=[O:1])(=[O:22])=[O:21])[CH:24]=[CH:25][CH:26]=[CH:27][CH:28]=1 |f:3.4.5.6|. Procedure details: A 1.5.M aqueous solution of sulfuric acid (10 mL) was prepared at 0° C. and stirred while chromium trioxide was added to give an orange solution. The alcohol 12 (1 g, 2.29 mmol) was dissolved in acetone (15 mL) and the solution added dropwise to the sulfuric acid at 0° C. The mixture was allowed to warm to rt and stirred for 16 h. The resulting green solution was filtered through celite and concentrated in vacuo. The resulting aqueous residue was diluted with H2O and extracted with CH2Cl2 (3×50 ... The reactants are C(C)OC(CNCC1=CC=CC=C1)=O (N-benzylglycine ethyl ester), C(C)OC(CCCCBr)=O (5-bromovaleric acid ethyl ester), C([O-])([O-])=O.[K+].[K+] (potassium carbonate). Run in CN(C=O)C (dimethylformamide). The product is C(C1=CC=CC=C1)N(CCCCC(=O)O)CC(=O)OCC (5-(benzyl-ethoxycarbonylmethyl-amino)-pentanoic acid). The yield is 30.0%. RXN SMILES: [CH2:1]([O:3][C:4](=[O:14])[CH2:5][NH:6][CH2:7][C:8]1[CH:13]=[CH:12][CH:11]=[CH:10][CH:9]=1)[CH3:2].C([O:17][C:18](=[O:24])[CH2:19][CH2:20][CH2:21][CH2:22]Br)C.C(=O)([O-])[O-].[K+].[K+]>CN(C)C=O>[CH2:7]([N:6]([CH2:5][C:4]([O:3][CH2:1][CH3:2])=[O:14])[CH2:22][CH2:21][CH2:20][CH2:19][C:18]([OH:24])=[O:17])[C:8]1[CH:13]=[CH:12][CH:11]=[CH:10][CH:9]=1 |f:2.3.4|. Procedure: N-benzylglycine ethyl ester (1.87 ml) and 5-bromovaleric acid ethyl ester (1.92 ml) are dissolved in dimethylformamide (100 ml) and stirred in the presence of potassium carbonate (1.66 g) for 2 days at room temperature. The reaction is quenched with saturated aqueous ammonium chloride solution, and extraction is carried out with ethyl acetate. After drying over sodium sulphate the combined organic phases are concentrated by evaporation. From the obtained residue, 5-(benzyl-ethoxycarbonylmethyl-a... The product is CCN1Cc2cccnc2N(c2cccc(C(F)(F)F)c2)C1=O. Reaction SMILES: [C:26](=[O:27])([O:28][CH2:29][CH3:30])[O:31][CH2:32][CH3:33].[CH3:23][CH2:24][O-:25].[F:1][C:2]([c:3]1[cH:4][c:5]([NH:6][c:7]2[n:8][cH:9][cH:10][cH:11][c:12]2[CH2:13][NH:14][CH2:15][CH3:16])[cH:17][cH:18][cH:19]1)([F:20])[F:21].[Na+:22].[O:34]1[CH2:35][CH2:36][O:37][CH2:38][CH2:39]1>>[F:1][C:2]([c:3]1[cH:4][c:5]([N:6]2[c:7]3[n:8][cH:9][cH:10][cH:11][c:12]3[CH2:13][N:14]([CH2:15][CH3:16])[C:24]2=[O:25])[cH:17][cH:18][cH:19]1)([F:20])[F:21]. The reactants are CCOC(=O)OCC, CC[O-], CCNCc1cccnc1Nc1cccc(C(F)(F)F)c1, [Na+], C1COCCO1. Reactants: FC1=C(C=C(C=C1)F)[N+](=O)[O-] (2,5-difluoro-nitrobenzene), C(CC(O)(C(=O)O)CC(=O)O)(=O)O (citric acid), C(C1=CC=CC=C1)N(C(C(=O)O)C(CC)O)CC1=CC=CC=C1 (2-dibenzylamino-3-hydroxy-pentanoic acid), [H-].[Na+] (sodium hydride). Solvent: CN(C=O)C (dimethylformamide), CN(C=O)C (dimethylformamide). Reaction conditions: time 2 hour. Yields the product C(C1=CC=CC=C1)N(C(C(=O)O)C(CC)OC1=C(C=C(C=C1)F)[N+](=O)[O-])CC1=CC=CC=C1 (2-dibenzylamino-3-(4-fluoro-2-nitro-phenoxy)-pentanoic acid). RXN SMILES: [CH2:1]([N:8]([CH2:17][C:18]1[CH:23]=[CH:22][CH:21]=[CH:20][CH:19]=1)[CH:9]([CH:13]([OH:16])[CH2:14][CH3:15])[C:10]([OH:12])=[O:11])[C:2]1[CH:7]=[CH:6][CH:5]=[CH:4][CH:3]=1.[H-].[Na+].F[C:27]1[CH:32]=[CH:31][C:30]([F:33])=[CH:29][C:28]=1[N+:34]([O-:36])=[O:35].C(O)(=O)CC(CC(O)=O)(C(O)=O)O>CN(C)C=O>[CH2:17]([N:8]([CH2:1][C:2]1[CH:3]=[CH:4][CH:5]=[CH:6][CH:7]=1)[CH:9]([CH:13]([O:16][C:27]1[CH:32]=[CH:31][C:30]([F:33])=[CH:29][C:28]=1[N+:34]([O-:36])=[O:35])[CH2:14][CH3:15])[C:10]([OH:12])=[O:11])[C:18]1[CH:19]=[CH:20][CH:21]=[CH:22][CH:23]=1 |f:1.2|. Procedure details: To 14.8 g (47.3 mmol) racemic (2S,3R and 2R,3S)-2-dibenzylamino-3-hydroxy-pentanoic acid in 90 ml dimethylformamide were added at 0° C. 8.26 g (189 mmol) sodium hydride (55%). The suspension was stirred for 2 hours and then 10.4 ml (94.6 mmol) 2,5-difluoro-nitrobenzene in 10 ml dimethylformamide were added. After stirring overnight the mixture was poured under cooling on aqueous 2M citric acid solution. Extraction with ethylacetate and chromatography on silicagel with ethylacetate/heptane (3:7) ... Reactants: N#CCCCCC(N)=O, CO, CN1CCCC1=O. Yields the product NCCCCCC(N)=O. As a reaction SMILES: [C:1](#[N:2])[CH2:3][CH2:4][CH2:5][CH2:6][C:7](=[O:8])[NH2:9].[CH3:10][OH:11].[CH3:12][N:13]1[CH2:14][CH2:15][CH2:16][C:17]1=[O:18]>>[CH2:1]([NH2:2])[CH2:3][CH2:4][CH2:5][CH2:6][C:7](=[O:8])[NH2:9]. The reactants are solution, Cl (hydrogen chloride), NC(COC=1C=C2C(=C(C(=NC2=CC1)CC(C)C)CNC(OC(C)(C)C)=O)C1=CC=CC=C1)=O (tert-butyl [6-(2-amino-2-oxoethoxy)-2-isobutyl-4-phenylquinolin-3-yl]methylcarbamate), FC(C(=O)O)(F)F (trifluoroacetic acid). Run in C(C)(=O)OCC (ethyl acetate), O1CCCC1 (tetrahydrofuran), C(C)(=O)OCC (ethyl acetate). Run at time 2 hour. Yields the product Cl.Cl.NCC=1C(=NC2=CC=C(C=C2C1C1=CC=CC=C1)OCC(=O)N)CC(C)C (2-{[3-(aminomethyl)-2-isobutyl-4-phenylquinolin-6-yl]oxy}acetamide Dihydrochloride). Yield: 67.0%. RXN SMILES: [NH2:1][C:2](=[O:34])[CH2:3][O:4][C:5]1[CH:6]=[C:7]2[C:12](=[CH:13][CH:14]=1)[N:11]=[C:10]([CH2:15][CH:16]([CH3:18])[CH3:17])[C:9]([CH2:19][NH:20]C(=O)OC(C)(C)C)=[C:8]2[C:28]1[CH:33]=[CH:32][CH:31]=[CH:30][CH:29]=1.FC(F)(F)C(O)=O.[ClH:42]>O1CCCC1.C(OCC)(=O)C>[ClH:42].[ClH:42].[NH2:20][CH2:19][C:9]1[C:10]([CH2:15][CH:16]([CH3:18])[CH3:17])=[N:11][C:12]2[C:7]([C:8]=1[C:28]1[CH:33]=[CH:32][CH:31]=[CH:30][CH:29]=1)=[CH:6][C:5]([O:4][CH2:3][C:2]([NH2:1])=[O:34])=[CH:14][CH:13]=2 |f:5.6.7|. Procedure: To a solution of tert-butyl [6-(2-amino-2-oxoethoxy)-2-isobutyl-4-phenylquinolin-3-yl]methylcarbamate (0.10 g, 0.21 mmol) in tetrahydrofuran (5 ml) was added trifluoroacetic acid (5 ml), and the mixture was stirred at room temperature for 2 hrs. The reaction mixture was partitioned between ethyl acetate (50 ml) and 10% aqueous potassium carbonate solution (100 ml). The aqueous layer was separated and extracted twice with ethyl acetate-isopropanol (10:1, 25 ml). The organic layer and the extract ...